This data is from the Open Reaction Database (ORD), a public repository of structured organic reaction records. The task is: describe an organic reaction: reactants, conditions, products, and yield The solvent is O1CCCC1. Reagents/catalysts: O=C1C=CC=2C=CC=C(C3=CN=C(C=C3)C=4N=CC=CC4)C2N1, [K].OC(C)(C)C, O1B(OC(C)(C)C1(C)C)B2OC(C)(C)C(O2)(C)C, C[OH2+].C[OH2+].C1CC=CCCC=C1.C1CC=CCCC=C1.[Ir].[Ir]. Run at temperature 80 celsius, time 12 hour. Yields the product O=C(OCC)C1=C(Cl)C=C(C=C1Cl)B2OC(C)(C)C(O2)(C)C. The yield is 80.0%. Reactants: O=C(OCC)C=1C(Cl)=CC=CC1Cl. Reactants: CCO, CC(=O)c1ccccc1, O=Cc1ccc(F)cc1, [Na+], [OH-], O. Product: O=C(C=Cc1ccc(F)cc1)c1ccccc1. As a reaction SMILES: [CH3:22][CH2:23][OH:24].[CH3:3][C:4](=[O:5])[c:6]1[cH:7][cH:8][cH:9][cH:10][cH:11]1.[F:12][c:13]1[cH:14][cH:15][c:16]([CH:17]=[O:18])[cH:19][cH:20]1.[Na+:2].[OH-:1].[OH2:21]>>[CH:3]([C:4](=[O:5])[c:6]1[cH:7][cH:8][cH:9][cH:10][cH:11]1)=[CH:17][c:16]1[cH:15][cH:14][c:13]([F:12])[cH:20][cH:19]1.